This data is from the Open Reaction Database (ORD), a public repository of structured organic reaction records. The task is: describe an organic reaction: reactants, conditions, products, and yield Starting materials: CC#N, C(=NC1CCCCC1)=NC1CCCCC1, O=C(O)C(Cc1c[nH]c2ccccc12)NS(=O)(=O)c1ccc(Cl)cc1, ClCCl, CCOC(=O)Cc1ccc(N)cc1. The product is CCOC(=O)Cc1ccc(NC(=O)C(Cc2c[nH]c3ccccc23)NS(=O)(=O)c2ccc(Cl)cc2)cc1. RXN SMILES: [CH3:57][C:58]#[N:59].[CH:42]1([N:43]=[C:44]=[N:45][CH:46]2[CH2:47][CH2:48][CH2:49][CH2:50][CH2:51]2)[CH2:52][CH2:53][CH2:54][CH2:55][CH2:56]1.[Cl:1][c:2]1[cH:3][cH:4][c:5]([S:8](=[O:9])(=[O:10])[NH:11][CH:12]([C:13](=[O:14])[OH:15])[CH2:16][c:17]2[cH:18][nH:19][c:20]3[cH:21][cH:22][cH:23][cH:24][c:25]23)[cH:6][cH:7]1.[Cl:39][CH2:40][Cl:41].[NH2:26][c:27]1[cH:28][cH:29][c:30]([CH2:33][C:34](=[O:35])[O:36][CH2:37][CH3:38])[cH:31][cH:32]1>>[Cl:1][c:2]1[cH:3][cH:4][c:5]([S:8](=[O:9])(=[O:10])[NH:11][CH:12]([C:13](=[O:14])[NH:26][c:27]2[cH:28][cH:29][c:30]([CH2:33][C:34](=[O:35])[O:36][CH2:37][CH3:38])[cH:31][cH:32]2)[CH2:16][c:17]2[cH:18][nH:19][c:20]3[cH:21][cH:22][cH:23][cH:24][c:25]23)[cH:6][cH:7]1.